From a dataset of the Open Reaction Database (ORD), a public repository of structured organic reaction records. describe an organic reaction: reactants, conditions, products, and yield Reactants: Cc1ccc(S(=O)(=O)OCC2Cc3c(cccc3-c3c(C)cccc3C)O2)cc1, [N-]=[N+]=[N-], [Na+]. Product: Cc1cccc(C)c1-c1cccc2c1CC(CN=[N+]=[N-])O2. Reaction SMILES: [CH3:1][c:2]1[cH:3][cH:4][c:5]([S:6]([O:7][CH2:12][CH:13]2[O:14][c:15]3[c:16]([c:18](-[c:22]4[c:23]([CH3:29])[cH:24][cH:25][cH:26][c:27]4[CH3:28])[cH:19][cH:20][cH:21]3)[CH2:17]2)(=[O:8])=[O:9])[cH:10][cH:11]1.[N-:31]=[N+:32]=[N-:33].[Na+:30]>>[CH2:12]([CH:13]1[O:14][c:15]2[c:16]([c:18](-[c:22]3[c:23]([CH3:29])[cH:24][cH:25][cH:26][c:27]3[CH3:28])[cH:19][cH:20][cH:21]2)[CH2:17]1)[N:31]=[N+:32]=[N-:33]. Starting materials: CN1CCNCC1, ClCCl, O=C(Cl)c1cnc(Cl)nc1C(F)(F)F. Yields the product CN1CCN(C(=O)c2cnc(Cl)nc2C(F)(F)F)CC1. RXN SMILES: [CH3:1][N:2]1[CH2:3][CH2:4][NH:5][CH2:6][CH2:7]1.[Cl:22][CH2:23][Cl:24].[Cl:8][c:9]1[n:10][cH:11][c:12]([C:19](=[O:20])[Cl:21])[c:13]([C:15]([F:16])([F:17])[F:18])[n:14]1>>[CH3:1][N:2]1[CH2:3][CH2:4][N:5]([C:19]([c:12]2[cH:11][n:10][c:9]([Cl:8])[n:14][c:13]2[C:15]([F:16])([F:17])[F:18])=[O:20])[CH2:6][CH2:7]1.